From a dataset of the Open Reaction Database (ORD), a public repository of structured organic reaction records. describe an organic reaction: reactants, conditions, products, and yield Reactants: CCCO, CO, Cl, CC(C)(C)OC(=O)N1CCC(Nc2nccn2Cc2ccc(F)cc2)CC1. Product: Fc1ccc(Cn2ccnc2NC2CCNCC2)cc1. As a reaction SMILES: [CH2:29]([OH:30])[CH2:31][CH3:32].[CH3:33][OH:34].[ClH:28].[F:1][c:2]1[cH:3][cH:4][c:5]([CH2:8][n:9]2[c:10]([NH:14][CH:15]3[CH2:16][CH2:17][N:18]([C:21]([O:22][C:23]([CH3:24])([CH3:25])[CH3:26])=[O:27])[CH2:19][CH2:20]3)[n:11][cH:12][cH:13]2)[cH:6][cH:7]1>>[F:1][c:2]1[cH:3][cH:4][c:5]([CH2:8][n:9]2[c:10]([NH:14][CH:15]3[CH2:16][CH2:17][NH:18][CH2:19][CH2:20]3)[n:11][cH:12][cH:13]2)[cH:6][cH:7]1. Starting materials: O=C([C@H](O)[C@@H](O)[C@H](O)[C@H](O)CO)[O-].[Na+] (sodium gluconate), O=C([C@H](O)[C@@H](O)[C@H](O)[C@H](O)CO)[O-].[Na+] (sodium gluconate), C(C(O)C)(=O)[O-].[Ca+2].C(C(O)C)(=O)[O-] (calcium lactate), C(C(O)C)(=O)[O-] (lactate). Product: O=C([C@H](O)[C@@H](O)[C@H](O)[C@H](O)CO)[O-].[Na+] (sodium gluconate), O=C([C@H](O)[C@@H](O)[C@H](O)[C@H](O)CO)[O-] (gluconate). Isolated yield 0.4%. Reaction SMILES: C([O-])(=O)C(C)O.[Ca+2].C([O-])(=O)C(C)O.C([O-])(=O)C(C)O.[O:20]=[C:21]([O-:32])[C@@H:22]([C@H:24]([C@@H:26]([C@@H:28]([CH2:30][OH:31])[OH:29])[OH:27])[OH:25])[OH:23].[Na+:33]>>[O:20]=[C:21]([O-:32])[C@@H:22]([C@H:24]([C@@H:26]([C@@H:28]([CH2:30][OH:31])[OH:29])[OH:27])[OH:25])[OH:23].[Na+:33].[O:20]=[C:21]([O-:32])[C@@H:22]([C@H:24]([C@@H:26]([C@@H:28]([CH2:30][OH:31])[OH:29])[OH:27])[OH:25])[OH:23] |f:0.1.2,4.5,6.7|. Reported procedure: Most preferably, the amount of sodium gluconate added is gauged based upon the lactate content of the cheese and the amount of sodium gluconate retained in the cheese to remain in the final cheese product in a sufficient amount to prevent the formation of calcium lactate crystals. For instance, the normal range of lactate found in Cheddar cheese is 1.1 to 1.9%, and preferably the sodium gluconate is added so the gluconate content of the cheese is within the range of about ¼ to 5/3 the lactate co...